This data is from the Open Reaction Database (ORD), a public repository of structured organic reaction records. The task is: describe an organic reaction: reactants, conditions, products, and yield Reactants: C([C@@H](O)C)(=O)O (L-lactic acid), C(C(C)C)(=O)O (isobutyric acid), C(C(CO)(CO)N)O (Tris), C(CO)(=O)[O-] (glycolate), [OH-].[Na+] (NaOH). Run in aqueous solution. Conditions: time 39 hour. Product: C(C(=O)C)(=O)[O-] (pyruvate), C(C)(=O)[O-] (acetate). Reaction SMILES: [C:1]([OH:6])(=[O:5])[C@H:2]([CH3:4])[OH:3].[C:7]([OH:12])(=[O:11])[CH:8](C)C.C(O)C(N)(CO)CO.C([O-])(=O)CO.[OH-].[Na+]>>[C:1]([O-:6])(=[O:5])[C:2]([CH3:4])=[O:3].[C:7]([O-:12])(=[O:11])[CH3:8] |f:4.5|. Procedure details: The procedure described in Comparative Example A was repeated using a 10 mL aqueous solution containing L-lactic acid (96% L-isomer, 4% D-isomer, 0.750M total), FMN (0.01 mM), isobutyric acid (HPLC internal standard, 0.100M), Tris buffer (0.750M), soluble spinach glycolate oxidase (1.0 IU/mL), and soluble Aspergillus niger catalase (1,400 IU/mL) at pH 8.3 (adjusted with 50% NaOH) and the reaction run at 5° C. After 39 hours, the HPLC yields of pyruvate and acetate were 55.1% and 6.3%, respective... RXN SMILES: [C:19]([CH:20]([CH3:21])[CH3:22])(=[O:23])[O:24][CH2:25][CH3:26].[CH2:14]([Li:15])[CH2:16][CH2:17][CH3:18].[CH3:8][CH2:9][CH2:10][CH2:11][CH2:12][CH3:13].[CH:1]([NH:2][CH:3]([CH3:4])[CH3:5])([CH3:6])[CH3:7].[Cl-:31].[Cl:27][CH2:28][CH2:29][Br:30].[NH4+:32].[O:33]1[CH2:34][CH2:35][CH2:36][CH2:37]1>>[C:19]([C:20]([CH3:21])([CH3:22])[CH2:29][CH2:28][Cl:27])(=[O:23])[O:24][CH2:25][CH3:26]. Starting materials: CCOC(=O)C(C)C, [Li]CCCC, CCCCCC, CC(C)NC(C)C, [Cl-], ClCCBr, [NH4+], C1CCOC1. The product is CCOC(=O)C(C)(C)CCCl. Product: C(C)OC(C(N=O)C(N)=N)=O (Carbamimidoyl-nitroso-acetic acid ethyl ester). Reactants: N (ammonia), C(C)O (Ethanol), Cl.C(C)OC(=O)CC(OCC)=N (ethyl ethoxycarbonylacetimidate HCl), N(=O)[O-].[Na+] (sodium nitrite), O (water), Cl (HCl). RXN SMILES: [NH3:1].C(O)C.Cl.[CH2:6]([O:8][C:9]([CH2:11][C:12](=[NH:16])OCC)=[O:10])[CH3:7].[N:17]([O-:19])=O.[Na+].O.Cl>>[CH2:6]([O:8][C:9](=[O:10])[CH:11]([C:12](=[NH:16])[NH2:1])[N:17]=[O:19])[CH3:7] |f:2.3,4.5|. Reported procedure: To a solution of 2M ammonia in Ethanol (152 ml, 0.304 mmol) at 0° C. to 5° C., ethyl ethoxycarbonylacetimidate HCl (25 g, 0.127 mmol) was added over 30 minutes. The reaction was stirred vigorously at this temperature for 3 hours, after which a solution of sodium nitrite in water (9.63 g, 0.139 mmol) was added in a single portion. The pH of the mixture was adjusted to pH6 with the addition of 5N HCl. The reaction mixture was left to stir at RT overnight. The yellow precipitate formed was filtered... Run at time 3 hour. The reactants are Cl (HCl), C1(=CC=CC=C1)C=1N=C(SC1)CNC(C1=CC=CC=C1)=O (N-((4-phenylthiazol-2-yl)methyl)benzamide), C(Cl)(Cl)Cl.CO (CHCl3 MeOH). Run in O1CCOCC1 (dioxane). Run at temperature 100 celsius, time 24 hour. The product is C1(=CC=CC=C1)C=1N=C(SC1)CN ((4-phenylthiazol-2-yl)methanamine). The yield is 77.3%. RXN SMILES: Cl.[C:2]1([C:8]2[N:9]=[C:10]([CH2:13][NH:14]C(=O)C3C=CC=CC=3)[S:11][CH:12]=2)[CH:7]=[CH:6][CH:5]=[CH:4][CH:3]=1.C(Cl)(Cl)Cl.CO>O1CCOCC1>[C:2]1([C:8]2[N:9]=[C:10]([CH2:13][NH2:14])[S:11][CH:12]=2)[CH:3]=[CH:4][CH:5]=[CH:6][CH:7]=1 |f:2.3|. Reported procedure: 6N HCl (4.5 mL) was added to a solution of N-((4-phenylthiazol-2-yl)methyl)benzamide (150 mg, 0.51 mmol) in dioxane (10 mL) and the reaction mixture was stirred at 100° C. for 24 h (reaction monitored by TLC, eluant CHCl3/MeOH). Reaction mixture was concentrated under reduced pressure and the residue was dissolved in water. The aqueous layer was washed twice with EtOAc. The pH of the aqueous layer was then adjusted to pH ˜9 using 10% NaHCO3 and the organic product was extracted with EtOAc. The o... The reactants are O=C([O-])[O-], COCCBr, CO, ClCCl, Cl, [K+], [K+], CN(C)C=O, NC1CCC(n2nnc3cnc4[nH]ccc4c32)C1. The product is Cl, COCCNC1CCC(n2nnc3cnc4[nH]ccc4c32)C1. RXN SMILES: [C:24](=[O:25])([O-:26])[O-:27].[CH3:19][O:20][CH2:21][CH2:22][Br:23].[CH3:31][OH:32].[Cl:33][CH2:34][Cl:35].[ClH:30].[K+:28].[K+:29].[O:36]=[CH:37][N:38]([CH3:39])[CH3:40].[n:1]1([CH:13]2[CH2:14][CH:15]([NH2:18])[CH2:16][CH2:17]2)[n:2][n:3][c:4]2[cH:5][n:6][c:7]3[nH:8][cH:9][cH:10][c:11]3[c:12]12>>[ClH:30].[n:1]1([CH:13]2[CH2:14][CH:15]([NH:18][CH2:22][CH2:21][O:20][CH3:19])[CH2:16][CH2:17]2)[n:2][n:3][c:4]2[cH:5][n:6][c:7]3[nH:8][cH:9][cH:10][c:11]3[c:12]12. The reactants are CN1C(=NC(=CC1=O)N1CCOCC1)CC(=O)[O-].[Na+] (sodium [1-methyl-4-(morpholin-4-yl)-6-oxo-1,6-dihydropyrimidin-2-yl]acetate), Cl.CC1CNC2=CC=CC=C12 (3-methylindoline hydrochloride), Cl.CN(CCCN=C=NCC)C (N-[3-(dimethylamino)propyl]-N′-ethylcarbodiimide hydrochloride). Procedure: The product is prepared according to the procedure described in example 68, using 275 mg of sodium [1-methyl-4-(morpholin-4-yl)-6-oxo-1,6-dihydropyrimidin-2-yl]acetate, 254 mg of 3-methylindoline hydrochloride and 254 mg of N-[3-(dimethylamino)propyl]-N′-ethylcarbodiimide hydrochloride in a mixture of 161 μl of pyridine and 4.0 ml of N,N-dimethylformamide. 96 mg of 3-methyl-2-[2-(3-methyl-2,3-dihydro-1H-indol-1-yl)-2-oxoethyl]-6-(morpholin-4-yl)pyrimidin-4(3H)-one are obtained in the form of a p... The product is CN1C(=NC(=CC1=O)N1CCOCC1)CC(=O)N1CC(C2=CC=CC=C12)C (3-methyl-2-[2-(3-methyl-2,3-dihydro-1H-indol-1-yl)-2-oxoethyl]-6-(morpholin-4-yl)pyrimidin-4(3H)-one). The yield is 26.1%. Solvent: N1=CC=CC=C1 (pyridine), CN(C=O)C (N,N-dimethylformamide). As a reaction SMILES: [CH3:1][N:2]1[C:7](=[O:8])[CH:6]=[C:5]([N:9]2[CH2:14][CH2:13][O:12][CH2:11][CH2:10]2)[N:4]=[C:3]1[CH2:15][C:16]([O-:18])=O.[Na+].Cl.[CH3:21][CH:22]1[C:30]2[C:25](=[CH:26][CH:27]=[CH:28][CH:29]=2)[NH:24][CH2:23]1.Cl.CN(C)CCCN=C=NCC>N1C=CC=CC=1.CN(C)C=O>[CH3:1][N:2]1[C:7](=[O:8])[CH:6]=[C:5]([N:9]2[CH2:10][CH2:11][O:12][CH2:13][CH2:14]2)[N:4]=[C:3]1[CH2:15][C:16]([N:24]1[C:25]2[C:30](=[CH:29][CH:28]=[CH:27][CH:26]=2)[CH:22]([CH3:21])[CH2:23]1)=[O:18] |f:0.1,2.3,4.5|. Procedure details: A mixture of crude 5-(4-cyclopropyl-6-hydroxypyrimidin-2-yl)thiophene-2-sulfonyl chloride (1.9 g, 6.0 mmol, 1.0 equiv.), t-butylamine (25 mL) and TEA (10 mL) in CH2Cl2 (500 mL) was stirred at rt for 2 h. The reaction mixture was diluted with water, the organic layer was washed (brine), dried (Na2SO4), evaporated and purified by silica gel chromatography (EA/PE 1:1) to afford N-tert-butyl-5-(4-cyclopropyl-6-hydroxypyrimidin-2-yl)thiophene-2-sulfonamide (500 mg, 24%). LC-MS (m/z)=354.1 [M+H]+ Solvent: C(Cl)Cl (CH2Cl2), O (water). Starting materials: C1(CC1)C1=NC(=NC(=C1)O)C1=CC=C(S1)S(=O)(=O)Cl (5-(4-cyclopropyl-6-hydroxypyrimidin-2-yl)thiophene-2-sulfonyl chloride), C(C)(C)(C)N (t-butylamine), TEA. Isolated yield 24.0%. Reaction SMILES: [CH:1]1([C:4]2[CH:9]=[C:8]([OH:10])[N:7]=[C:6]([C:11]3[S:15][C:14]([S:16](Cl)(=[O:18])=[O:17])=[CH:13][CH:12]=3)[N:5]=2)[CH2:3][CH2:2]1.[C:20]([NH2:24])([CH3:23])([CH3:22])[CH3:21]>C(Cl)Cl.O>[C:20]([NH:24][S:16]([C:14]1[S:15][C:11]([C:6]2[N:5]=[C:4]([CH:1]3[CH2:3][CH2:2]3)[CH:9]=[C:8]([OH:10])[N:7]=2)=[CH:12][CH:13]=1)(=[O:18])=[O:17])([CH3:23])([CH3:22])[CH3:21]. The product is C(C)(C)(C)NS(=O)(=O)C=1SC(=CC1)C1=NC(=CC(=N1)C1CC1)O (N-tert-butyl-5-(4-cyclopropyl-6-hydroxypyrimidin-2-yl)thiophene-2-sulfonamide). Run at time 2 hour.